From a dataset of the Open Reaction Database (ORD), a public repository of structured organic reaction records. describe an organic reaction: reactants, conditions, products, and yield As a reaction SMILES: [CH3:19][CH2:20][OH:21].[NH2:17][NH2:18].[NH2:1][c:2]1[c:3]([C:12]([O:14][CH3:13])=[O:15])[cH:4][n:5][c:6]2[n:7]1[n:8][c:9]([CH3:11])[cH:10]2.[OH2:16]>>[NH2:1][c:2]1[c:3]([C:12](=[O:14])[NH:17][NH2:18])[cH:4][n:5][c:6]2[n:7]1[n:8][c:9]([CH3:11])[cH:10]2. Product: Cc1cc2ncc(C(=O)NN)c(N)n2n1. The reactants are CCO, NN, COC(=O)c1cnc2cc(C)nn2c1N, O.